This data is from the Open Reaction Database (ORD), a public repository of structured organic reaction records. The task is: describe an organic reaction: reactants, conditions, products, and yield RXN SMILES: [Br:1][C:2]1=[C:7]([OH:8])[CH2:6][C:5]([c:9]2[cH:10][cH:11][cH:12][cH:13][cH:14]2)([c:15]2[cH:16][cH:17][cH:18][cH:19][cH:20]2)[O:4][C:3]1=[O:21].[CH2:33]1[CH2:34][CH2:35][NH:36][CH2:37][CH2:38]1.[CH3:22][c:23]1[cH:24][c:25]([CH:30]([CH3:31])[CH3:32])[c:26]([SH:29])[cH:27][cH:28]1.[Cl:39][CH2:40][Cl:41]>>[C:2]1([S:29][c:26]2[c:25]([CH:30]([CH3:31])[CH3:32])[cH:24][c:23]([CH3:22])[cH:28][cH:27]2)=[C:7]([OH:8])[CH2:6][C:5]([c:9]2[cH:10][cH:11][cH:12][cH:13][cH:14]2)([c:15]2[cH:16][cH:17][cH:18][cH:19][cH:20]2)[O:4][C:3]1=[O:21]. Reactants: O=C1OC(c2ccccc2)(c2ccccc2)CC(O)=C1Br, C1CCNCC1, Cc1ccc(S)c(C(C)C)c1, ClCCl. Product: Cc1ccc(SC2=C(O)CC(c3ccccc3)(c3ccccc3)OC2=O)c(C(C)C)c1. The reactants are N12CCCCCC2=NCCC1 (1,8-Diazabicyclo[5.4.0]undec-7-ene), C(C1=CC=CC=C1)OC=1C=CC2=C(SC(=C2Cl)C(=O)OCC)C1 (ethyl 6-(benzyloxy)-3-chlorobenzo[b]thiophene-2-carboxylate), C1(=CC=CC=C1)S (thiophenol). Solvent: CN(C=O)C (dimethylformamide). Run at temperature 60 celsius. The product is C(C1=CC=CC=C1)OC=1C=CC2=C(SC(=C2SC2=CC=CC=C2)C(=O)OCC)C1 (Ethyl 6-(benzyloxy)-3-(phenylsulfanyl)benzo[b]thiophene-2-carboxylate). Isolated yield 83.7%. As a reaction SMILES: N12CCCN=C1CCCCC2.[CH2:12]([O:19][C:20]1[CH:21]=[CH:22][C:23]2[C:27](Cl)=[C:26]([C:29]([O:31][CH2:32][CH3:33])=[O:30])[S:25][C:24]=2[CH:34]=1)[C:13]1[CH:18]=[CH:17][CH:16]=[CH:15][CH:14]=1.[C:35]1([SH:41])[CH:40]=[CH:39][CH:38]=[CH:37][CH:36]=1>CN(C)C=O>[CH2:12]([O:19][C:20]1[CH:21]=[CH:22][C:23]2[C:27]([S:41][C:35]3[CH:40]=[CH:39][CH:38]=[CH:37][CH:36]=3)=[C:26]([C:29]([O:31][CH2:32][CH3:33])=[O:30])[S:25][C:24]=2[CH:34]=1)[C:13]1[CH:18]=[CH:17][CH:16]=[CH:15][CH:14]=1. Procedure: 1,8-Diazabicyclo[5.4.0]undec-7-ene (DBU--0.39 ml, 2.5 mmol) was added to a mixture of ethyl 6-(benzyloxy)-3-chlorobenzo[b]thiophene-2-carboxylate (Preparation 8, 800 mg, 2.3 mmol) and thiophenol (0.47 ml, 4.6 mmol) in dimethylformamide (4 ml) under a nitrogen atmosphere. The solution was heated to 60° C. for 6 hours and then partitioned between diethyl ether and water. The organics were separated and washed with water, dried (magnesium sulfate) and evaporated under reduced pressure. The residue ... The reactants are BrC1CCCC1 (Bromocyclopentane), C([O-])([O-])=O.[K+].[K+] (potassium carbonate), [I-].[K+] (potassium iodide), CC1N(CCC1)CCCOC1=CC=C(C=C1)C1=NC2(CO1)CCNCC2 (2-{4-[3-(2-methylpyrrolidin-1-yl)propoxy]phenyl}-3-oxa-1,8-diazaspiro[4.5]dec-1-ene). Procedure: A solution of 2-{4-[3-(2-methyl-1-pyrrolidinyl)propoxy]phenyl}-3-oxa-1,8-diazaspiro[4.5]dec-1-ene 36 (0.11 g, 0.245 mmol) in acetonitrile (4 ml) is placed under an argon atmosphere. Bromocyclopentane (0.039 ml, 0.368 mmol, 1.5 eq), potassium carbonate (0.068 g, 0.49 mmol, 2 eq) and potassium iodide (0.08 g, 0.05 mmol, 0.2 eq) are added and the mixture is stirred at 50° C. overnight. The mixture is then filtered and the filtrate is concentrated under reduced pressure, taken up in dichloromethane,... Yield: 82.5%. Product: C1(CCCC1)N1CCC2(COC(=N2)C2=CC=C(C=C2)OCCCN2C(CCC2)C)CC1 (8-cyclopentyl-2-{4-[3-(2-methylpyrrolidin-1-yl)propoxy]phenyl}-3-oxa-1,8-diazaspiro[4.5]dec-1-ene). As a reaction SMILES: [CH3:1][CH:2]1[CH2:6][CH2:5][CH2:4][N:3]1[CH2:7][CH2:8][CH2:9][O:10][C:11]1[CH:16]=[CH:15][C:14]([C:17]2[O:21][CH2:20][C:19]3([CH2:26][CH2:25][NH:24][CH2:23][CH2:22]3)[N:18]=2)=[CH:13][CH:12]=1.Br[CH:28]1[CH2:32][CH2:31][CH2:30][CH2:29]1.C(=O)([O-])[O-].[K+].[K+].[I-].[K+]>C(#N)C>[CH:28]1([N:24]2[CH2:23][CH2:22][C:19]3([N:18]=[C:17]([C:14]4[CH:13]=[CH:12][C:11]([O:10][CH2:9][CH2:8][CH2:7][N:3]5[CH2:4][CH2:5][CH2:6][CH:2]5[CH3:1])=[CH:16][CH:15]=4)[O:21][CH2:20]3)[CH2:26][CH2:25]2)[CH2:32][CH2:31][CH2:30][CH2:29]1 |f:2.3.4,5.6|. Run in C(C)#N (acetonitrile). Reaction conditions: temperature 50 celsius, time 8 hour. The reactants are CS(=O)(=O)O, Cl, N#C[Na], OC1CCCCC1N(Cc1ccccc1)Cc1ccccc1. The product is N#CC1CCCCC1N(Cc1ccccc1)Cc1ccccc1. Reaction SMILES: [CH3:4][S:5]([OH:6])(=[O:7])=[O:8].[ClH:31].[Na:1][C:2]#[N:3].[c:9]1([CH2:15][N:16]([CH:17]2[CH:18]([OH:23])[CH2:19][CH2:20][CH2:21][CH2:22]2)[CH2:24][c:25]2[cH:26][cH:27][cH:28][cH:29][cH:30]2)[cH:10][cH:11][cH:12][cH:13][cH:14]1>>[C:2](#[N:3])[CH:18]1[CH:17]([N:16]([CH2:15][c:9]2[cH:10][cH:11][cH:12][cH:13][cH:14]2)[CH2:24][c:25]2[cH:26][cH:27][cH:28][cH:29][cH:30]2)[CH2:22][CH2:21][CH2:20][CH2:19]1.